From a dataset of the Open Reaction Database (ORD), a public repository of structured organic reaction records. describe an organic reaction: reactants, conditions, products, and yield Reactants: C(C1=CC=CC=C1)(=O)C=1C(=NNC1)C1=CC(=CC=C1)Cl (4-benzoyl-3-(3-chlorophenyl)pyrazole), [H-].[Na+] (sodium hydride), ice water, COCCl (chloromethyl methyl ether). The solvent is CN(C=O)C (N,N-dimethylformamide), CN(C=O)C (N,N-dimethylformamide). The product is C(C1=CC=CC=C1)(=O)C=1C(=NN(C1)COC)C1=CC(=CC=C1)Cl (4-benzoyl-3-(3-chlorophenyl)-1-methoxymethylpyrazole). As a reaction SMILES: [H-].[Na+].[C:3]([C:11]1[C:12]([C:16]2[CH:21]=[CH:20][CH:19]=[C:18]([Cl:22])[CH:17]=2)=[N:13][NH:14][CH:15]=1)(=[O:10])[C:4]1[CH:9]=[CH:8][CH:7]=[CH:6][CH:5]=1.[CH3:23][O:24][CH2:25]Cl>CN(C)C=O>[C:3]([C:11]1[C:12]([C:16]2[CH:21]=[CH:20][CH:19]=[C:18]([Cl:22])[CH:17]=2)=[N:13][N:14]([CH2:23][O:24][CH3:25])[CH:15]=1)(=[O:10])[C:4]1[CH:5]=[CH:6][CH:7]=[CH:8][CH:9]=1 |f:0.1|. Procedure: To 55% sodium hydride (1.9 g) was added N,N-dimethylformamide (3 ml) and stirred while cooled with ice. To this was then added dropwise a solution of 4-benzoyl-3-(3-chlorophenyl)pyrazole (1.24 g) in N,N-dimethylformamide. The reaction mixture was stirred for 20 minutes at room temperature after the vigorous foaming ceased. The reaction mixture was added with chloromethyl methyl ether (0.59 g) and stirred for 5 hours at room temperature, which was then poured into ice-water, extracted with ethyl ...